Task: describe an organic reaction: reactants, conditions, products, and yield. Dataset: the Open Reaction Database (ORD), a public repository of structured organic reaction records Reactants: C(C)(C)(C)OC(CN1C(N(C(C1C)=O)C1=C(C=CC(=C1)CC1=NNC(C2=CC=CC=C12)=O)F)=O)=O ({3-[2-Fluoro-5-(4-oxo-3,4-dihydro-phthalazin-1-ylmethyl)-phenyl]-5-methyl-2,4-dioxo-imidazolidin-1-yl}-acetic acid tert-butyl ester), FC(C(=O)O)(F)F (trifluoroacetic acid). Solvent: C(Cl)Cl (DCM). Conditions: time 8 hour. The product is FC1=C(C=C(C=C1)CC1=NNC(C2=CC=CC=C12)=O)N1C(N(C(C1=O)C)CC(=O)O)=O ({3-[2-Fluoro-5-(4-oxo-3,4-dihydro-phthalazin-1-ylmethyl)-phenyl]-5-methyl-2,4-dioxo-imidazolidin-1-yl}-acetic acid). As a reaction SMILES: C([O:5][C:6](=[O:35])[CH2:7][N:8]1[CH:12]([CH3:13])[C:11](=[O:14])[N:10]([C:15]2[CH:20]=[C:19]([CH2:21][C:22]3[C:31]4[C:26](=[CH:27][CH:28]=[CH:29][CH:30]=4)[C:25](=[O:32])[NH:24][N:23]=3)[CH:18]=[CH:17][C:16]=2[F:33])[C:9]1=[O:34])(C)(C)C.FC(F)(F)C(O)=O>C(Cl)Cl>[F:33][C:16]1[CH:17]=[CH:18][C:19]([CH2:21][C:22]2[C:31]3[C:26](=[CH:27][CH:28]=[CH:29][CH:30]=3)[C:25](=[O:32])[NH:24][N:23]=2)=[CH:20][C:15]=1[N:10]1[C:11](=[O:14])[CH:12]([CH3:13])[N:8]([CH2:7][C:6]([OH:35])=[O:5])[C:9]1=[O:34]. Reported procedure: To a solution of {3-[2-fluoro-5-(4-oxo-3,4-dihydro-phthalazin-1-ylmethyl)-phenyl]-5-methyl-2,4-dioxo-imidazolidin-1-yl}-acetic acid tert-butyl ester (35A)(1.3 g, 2.7 mmol) in dry DCM (20 ml) was added trifluoroacetic acid (2 mL, ca 27 mmol) dropwise over 2 minutes. After overnight stirring the reaction mixture was concentrated to dryness and subjected to flash chromatography. Eluent 1% acetic acid in ethyl acetate. The title compound was isolated as a white solid. Single peak in LC-MS analysis, ... The reactants are OC1=C(C(CC(C1)C1=CC=C(C=C1)C(=O)OC)=O)C(CC)=O (3-hydroxy-5-(4-methoxycarbonylphenyl)-2-propionyl-2-cyclohexen-1-one), C(C)ON (ethoxyamine), ice water. The solvent is CO (methanol). Conditions: time 15 hour. Product: C(C)ON=C(CC)C=1C(CC(CC1O)C1=CC=C(C=C1)C(=O)OC)=O (2-[1-(ethoxyimino)propyl]-3-hydroxy-5-(4-methoxycarbonylphenyl)-2-cyclohexen-1-one). Reaction SMILES: [OH:1][C:2]1[CH2:7][CH:6]([C:8]2[CH:13]=[CH:12][C:11]([C:14]([O:16][CH3:17])=[O:15])=[CH:10][CH:9]=2)[CH2:5][C:4](=[O:18])[C:3]=1[C:19](=O)[CH2:20][CH3:21].[CH2:23]([O:25][NH2:26])[CH3:24]>CO>[CH2:23]([O:25][N:26]=[C:19]([C:3]1[C:4](=[O:18])[CH2:5][CH:6]([C:8]2[CH:13]=[CH:12][C:11]([C:14]([O:16][CH3:17])=[O:15])=[CH:10][CH:9]=2)[CH2:7][C:2]=1[OH:1])[CH2:20][CH3:21])[CH3:24]. Procedure details: Into 20 ml of methanol was dissolved 2.5 g of 3-hydroxy-5-(4-methoxycarbonylphenyl)-2-propionyl-2-cyclohexen-1-one and to the solution was added 0.7 g of ethoxyamine. The mixture was kept for 15 hours at room temperature and it was poured into ice water. The crystal sedimented was collected with a filtering step and recrystallized with mixture solvent of methanol-water. Thus, 1.9 g of the desired compound which was in the form of colorless crystals having a melting point of 75°-76° C. was obtain... The reactants are COC1=C(C=CC=C1)N1CCNCC1 (2-methoxyphenylpiperazine), C([O-])([O-])=O.[K+].[K+] (potassium carbonate), [I-].[K+] (potassium iodide), C(C1=CC=CC=C1)C=1N=C(OC1CCl)C1=CC=CC=C1 (4-benzyl-5-chloromethyl-2-phenyloxazole). Run in CC(=O)C (acetone). The product is C(C1=CC=CC=C1)C=1N=C(OC1CN1CCN(CC1)C1=C(C=CC=C1)OC)C1=CC=CC=C1 (1-(4-Benzyl-2-phenyl-oxazol-5-ylmethyl)-4-(2-methoxyphenyl)-piperazine). Isolated yield 74.0%. Reaction SMILES: [CH3:1][O:2][C:3]1[CH:8]=[CH:7][CH:6]=[CH:5][C:4]=1[N:9]1[CH2:14][CH2:13][NH:12][CH2:11][CH2:10]1.C(=O)([O-])[O-].[K+].[K+].[I-].[K+].[CH2:23]([C:30]1[N:31]=[C:32]([C:37]2[CH:42]=[CH:41][CH:40]=[CH:39][CH:38]=2)[O:33][C:34]=1[CH2:35]Cl)[C:24]1[CH:29]=[CH:28][CH:27]=[CH:26][CH:25]=1>CC(C)=O>[CH2:23]([C:30]1[N:31]=[C:32]([C:37]2[CH:42]=[CH:41][CH:40]=[CH:39][CH:38]=2)[O:33][C:34]=1[CH2:35][N:12]1[CH2:13][CH2:14][N:9]([C:4]2[CH:5]=[CH:6][CH:7]=[CH:8][C:3]=2[O:2][CH3:1])[CH2:10][CH2:11]1)[C:24]1[CH:25]=[CH:26][CH:27]=[CH:28][CH:29]=1 |f:1.2.3,4.5|. Reported procedure: A suspension containing 2-methoxyphenylpiperazine (1.0 mmole), potassium carbonate (2.0 mmole), potassium iodide (0.5 mmole) and 4-benzyl-5-chloromethyl-2-phenyloxazole (1.0 mmole) from example 6, was stirred in acetone (15 ml) at ambient temperature for 16 hr. The solvent was removed in vacuo, water (50 ml) added and the product extracted into ethyl acetate (2×50 ml). The combined organics were washed with water (40 ml), brine (40 ml), dried over anhydrous sodium sulfate, filtered and concentra... Starting materials: CNC1CCC(CC1)NC=1N=CN=C2SC=3CCCC3C12 (1-N-methyl-4-N-[7-thia-9,11-diazatricyclo[6.4.0.0[2,6]]dodeca-1(12),2(6),8,10-tetraen-12-yl]cyclohexane-1,4-diamine), ClCC(=O)N1CCCCC1 (2-chloro-1-(piperidin-1-yl)ethan-1-one), C([O-])([O-])=O.[K+].[K+] (potassium carbonate), compound 1. Run in CN(C)C=O (DMF). Run at time 8 hour. The product is CN(CC(=O)N1CCCCC1)C1CCC(CC1)NC=1N=CN=C2SC=3CCCC3C12 (2-[methyl[4-([7-thia-9,11-diazatricyclo[6.4.0.0[2,6]]dodeca-1(12),2(6),8,10-tetraen-12-yl]amino)cyclohexyl]amino]-1-(piperidin-1-yl)ethan-1-one). Isolated yield 14.3%. As a reaction SMILES: [CH3:1][NH:2][CH:3]1[CH2:8][CH2:7][CH:6]([NH:9][C:10]2[N:11]=[CH:12][N:13]=[C:14]3[C:21]=2[C:20]2[CH2:19][CH2:18][CH2:17][C:16]=2[S:15]3)[CH2:5][CH2:4]1.Cl[CH2:23][C:24]([N:26]1[CH2:31][CH2:30][CH2:29][CH2:28][CH2:27]1)=[O:25].C(=O)([O-])[O-].[K+].[K+]>CN(C=O)C>[CH3:1][N:2]([CH:3]1[CH2:8][CH2:7][CH:6]([NH:9][C:10]2[N:11]=[CH:12][N:13]=[C:14]3[C:21]=2[C:20]2[CH2:19][CH2:18][CH2:17][C:16]=2[S:15]3)[CH2:5][CH2:4]1)[CH2:23][C:24]([N:26]1[CH2:31][CH2:30][CH2:29][CH2:28][CH2:27]1)=[O:25] |f:2.3.4|. Procedure details: Note: For the preparation of the starting material compound 1, see Example 147. To a solution of 1-N-methyl-4-N-[7-thia-9,11-diazatricyclo[6.4.0.0[2,6]]dodeca-1(12),2(6),8,10-tetraen-12-yl]cyclohexane-1,4-diamine (90 mg, 0.30 mmol, 1.00 equiv) in DMF (10 mL) was added 2-chloro-1-(piperidin-1-yl)ethan-1-one (72 mg, 0.45 mmol, 1.50 equiv) and potassium carbonate (83 mg, 0.60 mmol, 2.00 equiv) at room temperature under nitrogen. The resulting solution was stirred overnight at ambient temperature. A... The reactants are CC1=C(C(=S)Cl)C=CC=C1 (2-Methylthiobenzoyl chloride), C(#N)C1NC1 (2-cyanoaziridine), C([O-])([O-])=O.[Na+].[Na+] (sodium carbonate). Run in C(C)OCC (diethyl ether). The product is CC1=C(C(=S)N2C(C2)C#N)C=CC=C1 (1-(2-Methylthiobenzoyl)-2-cyanoaziridine). RXN SMILES: [CH3:1][C:2]1[CH:10]=[CH:9][CH:8]=[CH:7][C:3]=1[C:4](Cl)=[S:5].[C:11]([CH:13]1[CH2:15][NH:14]1)#[N:12].C(=O)([O-])[O-].[Na+].[Na+]>C(OCC)C>[CH3:1][C:2]1[CH:10]=[CH:9][CH:8]=[CH:7][C:3]=1[C:4]([N:14]1[CH2:15][CH:13]1[C:11]#[N:12])=[S:5] |f:2.3.4|. Procedure details: 1.86 g. 2-Methylthiobenzoyl chloride is dissolved in 14 ml. anhydrous diethyl ether and this solution is added dropwise at ambient temperature to a solution of 0.68 g. 2-cyanoaziridine in 8.6 ml. aqueous 2 N sodium carbonate solution and then stirred for 2 hours, whereafter the ethereal phase is separated off and evaporated to give 1.72 g. of residue which is triturated with 4 ml. isopropanol. There is thus obtained 1.35 g. 1-(2-methylthiobenzoyl)-2-cyanoaziridine; m.p. 67°-69° C. Procedure details: The intermediate 3-(3,4-dichlorophenyl)-1-indanone was prepared using a procedure similar to that described in Example 1a except replacing the 3,3-diphenylpropionic acid used therein with 3-(3,4-dichlorophenyl)-3-phenylpropionic acid. Starting materials: C1(=CC=CC=C1)C(CC(=O)O)C1=CC=CC=C1 (3,3-diphenylpropionic acid), ClC=1C=C(C=CC1Cl)C(CC(=O)O)C1=CC=CC=C1 (3-(3,4-dichlorophenyl)-3-phenylpropionic acid). Reaction SMILES: C1(C(C2C=CC=CC=2)CC(O)=O)C=CC=CC=1.[Cl:18][C:19]1[CH:20]=[C:21]([CH:26]([C:31]2[CH:36]=[CH:35][CH:34]=[CH:33][CH:32]=2)[CH2:27][C:28]([OH:30])=O)[CH:22]=[CH:23][C:24]=1[Cl:25]>>[Cl:18][C:19]1[CH:20]=[C:21]([CH:26]2[C:31]3[C:36](=[CH:35][CH:34]=[CH:33][CH:32]=3)[C:28](=[O:30])[CH2:27]2)[CH:22]=[CH:23][C:24]=1[Cl:25]. The product is ClC=1C=C(C=CC1Cl)C1CC(C2=CC=CC=C12)=O (3-(3,4-dichlorophenyl)-1-indanone). The reactants are C1(CC1)N1C=C(C(C2=CC(=C(C(=C12)F)F)F)=O)C(=O)O (1-cyclopropyl-6,7,8-trifluoro-1,4-dihydro-4-oxo-3-quinolinecarboxylic acid), CC(C)NCC1CNCC1 (N-(2-propyl)-3-pyrrolidinemethanamine). Run in C(C)#N (acetonitrile). The product is C1(CC1)N1C=C(C(C2=CC(=C(C(=C12)F)N1CC(CC1)CNC(C)C)F)=O)C(=O)O (1-Cyclopropyl-6,8-difluoro-1,4-dihydro-7-[3-[[(1-methylethyl)amino]methyl]-1-pyrrolidinyl]-4-oxo-3-quinolinecarboxylic acid). Yield: 88.5%. RXN SMILES: [CH:1]1([N:4]2[C:13]3[C:8](=[CH:9][C:10]([F:16])=[C:11](F)[C:12]=3[F:14])[C:7](=[O:17])[C:6]([C:18]([OH:20])=[O:19])=[CH:5]2)[CH2:3][CH2:2]1.[CH3:21][CH:22]([NH:24][CH2:25][CH:26]1[CH2:30][CH2:29][NH:28][CH2:27]1)[CH3:23]>C(#N)C>[CH:1]1([N:4]2[C:13]3[C:8](=[CH:9][C:10]([F:16])=[C:11]([N:28]4[CH2:29][CH2:30][CH:26]([CH2:25][NH:24][CH:22]([CH3:23])[CH3:21])[CH2:27]4)[C:12]=3[F:14])[C:7](=[O:17])[C:6]([C:18]([OH:20])=[O:19])=[CH:5]2)[CH2:2][CH2:3]1. Procedure: A suspension of 1.1 g (3.9 mmole) of 1-cyclopropyl-6,7,8-trifluoro-1,4-dihydro-4-oxo-3-quinolinecarboxylic acid, 1.4 g (10 mmole) of N-(2-propyl)-3-pyrrolidinemethanamine and 50 ml of acetonitrile was refluxed for 2 hours. The precipitate was removed by filtration, washed with acetonitrile, ether, and dried in vacuo to give 1.4 g of the title compound, mp 218°-221° C.